This data is from the Open Reaction Database (ORD), a public repository of structured organic reaction records. The task is: describe an organic reaction: reactants, conditions, products, and yield Reactants: C(C)(C)(C)OC(=O)NC1(CCCC1)C(=O)NC1=CC=C(C=C1)/C=C/C(=O)OCC (ethyl (2E)-3-{4-[({1-[(tert-butoxycarbonyl)amino]cyclopentyl}carbonyl)amino]phenyl}acrylate), Cl (hydrogen chloride). Solvent: C(Cl)Cl (CH2Cl2), C(C)OCC (diethyl ether). Conditions: time 8 hour. Product: [Cl-].C(C)OC(/C=C/C1=CC=C(C=C1)NC(=O)C1(CCCC1)[NH3+])=O (1-[({4-[(1E)-3-ethoxy-3-oxoprop-1-en-1-yl]phenyl}amino)carbonyl]cyclopentanaminium chloride). Reaction SMILES: C(OC([NH:8][C:9]1([C:14]([NH:16][C:17]2[CH:22]=[CH:21][C:20](/[CH:23]=[CH:24]/[C:25]([O:27][CH2:28][CH3:29])=[O:26])=[CH:19][CH:18]=2)=[O:15])[CH2:13][CH2:12][CH2:11][CH2:10]1)=O)(C)(C)C.[ClH:30]>C(Cl)Cl.C(OCC)C>[Cl-:30].[CH2:28]([O:27][C:25](=[O:26])/[CH:24]=[CH:23]/[C:20]1[CH:21]=[CH:22][C:17]([NH:16][C:14]([C:9]2([NH3+:8])[CH2:13][CH2:12][CH2:11][CH2:10]2)=[O:15])=[CH:18][CH:19]=1)[CH3:29] |f:4.5|. Procedure: Ethyl (2E)-3-{4-[({1-[(tert-butoxycarbonyl)amino]cyclopentyl}carbonyl)amino]phenyl}acrylate (from Step 1) was dissolved in CH2Cl2 (0.5 M) and an excess of hydrogen chloride in diethyl ether (2.0 M) was added. The solution was left stirring overnight at RT. The precipitate formed was filtered off and dried in vacuo. A colourless solid was obtained (99%), which was used without further characterisation. Reactants: C(C)C1=C(C=CC=C1)N1CCC=2C(=NC=3C(=CC=CC3C21)OC(F)(F)F)Cl (1-(2-Ethylphenyl)-4-chloro-6-trifluoromethoxy-2,3-dihydropyrrolo[3,2-c]quinoline). The solvent is C(O)CN (ethanolamine). Run at temperature 190 celsius. The product is C(C)C1=C(C=CC=C1)N1CCC=2C(=NC=3C(=CC=CC3C21)OC(F)(F)F)NCCO (1-(2-ethylphenyl)-4-[(2-hydroxyethyl)amino]-6-trifluoromethoxy-2,3-dihydropyrrolo[3,2-c]quinoline). Yield: 127.0%. Reaction SMILES: [CH2:1]([C:3]1[CH:8]=[CH:7][CH:6]=[CH:5][C:4]=1[N:9]1[C:21]2[C:20]3[CH:19]=[CH:18][CH:17]=[C:16]([O:22][C:23]([F:26])([F:25])[F:24])[C:15]=3[N:14]=[C:13](Cl)[C:12]=2[CH2:11][CH2:10]1)[CH3:2]>C(CN)O>[CH2:1]([C:3]1[CH:8]=[CH:7][CH:6]=[CH:5][C:4]=1[N:9]1[C:21]2[C:20]3[CH:19]=[CH:18][CH:17]=[C:16]([O:22][C:23]([F:26])([F:25])[F:24])[C:15]=3[N:14]=[C:13]([NH:14][CH2:15][CH2:16][OH:22])[C:12]=2[CH2:11][CH2:10]1)[CH3:2]. Reported procedure: 1-(2-Ethylphenyl)-4-chloro-6-trifluoromethoxy-2,3-dihydropyrrolo[3,2-c]quinoline(801 mg, 2.0 mmol) was dissolved in ethanolamine(10 ml), and the reaction mixture was refluxed at 190° C. for 3 hours. The excess solvent was removed by distillation under reduced pressure, and the residue was diluted in dichloromethane(20 ml), then washed with water(15 ml) for 3 times. The organic layer was dried over anhydrous magnesium sulfate, filtered and concentrated under reduced pressure. The residue was puri... The reactants are [H-].[Al+3].[Li+].[H-].[H-].[H-] (lithium aluminium hydride), C1CCOC1.O (THF H2O), [H-].[H-].[H-].[H-].[Li+].[Al+3] (LiAlH4). The solvent is C1CCOC1 (THF), C1CCOC1 (THF), C1=CC=CC=C1 (benzene). Conditions: temperature 0 celsius, time 18 hour. Product: OC[C@@H]1CC=CC[C@@H]1CO (cis-4,5-bis-Hydroxymethylcyclohex-1-ene). Isolated yield 90.0%. RXN SMILES: [H-].[H-].[H-].[H-].[Li+].[Al+3].[CH2:7]1[CH2:11][O:10][CH2:9][CH2:8]1.[OH2:12]>C1COCC1.C1C=CC=CC=1>[OH:10][CH2:11][C@H:7]1[C@@H:8]([CH2:9][OH:12])[CH2:9][CH:8]=[CH:7][CH2:11]1 |f:0.1.2.3.4.5,6.7|. Procedure: (25.8 g) in THF (150 ml) is added with cooling to a stirred suspension of LiAlH4 (9 g) in THF (200 ml) under N2 at a rate such as to maintain the temperature at 0° C. After stirring for 18 hours at room temperature the mixture is gently refluxed for one hour and cooled in ice. The excess lithium aluminium hydride is decomposed by the careful addition of 1:1 THF-H2O mixture (100 ml). After dilution with chloroform (150 ml) the resulting mixture is filtered and the solid is washed with chloroform ... The reactants are COC1=CC=C(CNC2=CC(=NC=N2)OC2=C(C=C(C=C2)NC(=O)NC(CC2=CC=C(C=C2)F)=O)F)C=C1 (1-(4-(6-(4-Methoxybenzylamino)pyrimidin-4-yloxy)-3-fluorophenyl)-3-(2-(4-fluorophenyl)acetyl)urea), COC1=CC=C(CNC2=CC(=NC=N2)OC2=C(C=C(C=C2)NC(=O)NC(CC2=CC=C(C=C2)F)=O)F)C=C1 (1-(4-(6-(4-Methoxybenzylamino)pyrimidin-4-yloxy)-3-fluorophenyl)-3-(2-(4-fluorophenyl)acetyl)urea), NC1=CC(=C(OC2=CC(=NC=C2)N)C=C1)F (4-(4-amino-2-fluorophenoxy)pyridin-2-amine). Run in C(Cl)Cl (CH2Cl2). Reaction conditions: time 13 hour. The product is NC1=NC=CC(=C1)OC1=C(C=C(C=C1)NC(=O)NC(CC1=CC=C(C=C1)F)=O)F (1-(4-(2-Aminopyridin-4-yloxy)-3-fluorophenyl)-3-(2-(4-fluorophenyl)acetyl)urea). Isolated yield 49.4%. RXN SMILES: COC1C=C[C:6]([CH2:7][NH:8][C:9]2[N:14]=CN=[C:11]([O:15][C:16]3[CH:21]=[CH:20][C:19]([NH:22][C:23]([NH:25][C:26](=[O:35])[CH2:27][C:28]4[CH:33]=[CH:32][C:31]([F:34])=[CH:30][CH:29]=4)=[O:24])=[CH:18][C:17]=3[F:36])[CH:10]=2)=CC=1.NC1C=CC(OC2C=CN=C(N)C=2)=C(F)C=1>C(Cl)Cl>[NH2:14][C:9]1[CH:10]=[C:11]([O:15][C:16]2[CH:21]=[CH:20][C:19]([NH:22][C:23]([NH:25][C:26](=[O:35])[CH2:27][C:28]3[CH:29]=[CH:30][C:31]([F:34])=[CH:32][CH:33]=3)=[O:24])=[CH:18][C:17]=2[F:36])[CH:6]=[CH:7][N:8]=1. Procedure: 2-(4-Fluorophenyl)acetyl isocyanate (Compound D of Example 11, 0.362 M, 0.351 mL, 0.127 mmol, 1.3 eq) was added to a solution of 4-(4-amino-2-fluorophenoxy)pyridin-2-amine (0.022 g, 0.100 mmol, 1.0 eq) in CH2Cl2 (2.0 mL) at room temperature. The reaction mixture was stirred for 13 h at room temperature and then concentrated in vacuo. The residue was purified by silica gel flash chromatography (Merck gel 40-63 μM, 230-240 mesh, 1:1 ethyl acetate/hexane) to afford the title compound (0.025 g, 64%)... The reactants are B, C1CCOC1, CC(Nc1ccc(C(F)(F)F)c(Cl)c1)C(=O)O, C1CCOC1. Yields the product CC(CO)Nc1ccc(C(F)(F)F)c(Cl)c1. Reaction SMILES: [BH3:6].[CH2:24]1[O:25][CH2:26][CH2:27][CH2:28]1.[Cl:7][c:8]1[cH:9][c:10]([NH:18][CH:19]([C:20](=[O:21])[OH:22])[CH3:23])[cH:11][cH:12][c:13]1[C:14]([F:15])([F:16])[F:17].[O:1]1[CH2:2][CH2:3][CH2:4][CH2:5]1>>[Cl:7][c:8]1[cH:9][c:10]([NH:18][CH:19]([CH2:20][OH:21])[CH3:23])[cH:11][cH:12][c:13]1[C:14]([F:15])([F:16])[F:17]. Starting materials: [N+](=O)([O-])C1=CC=C(C=C1)S(=O)(=O)OC1CN(C1)C=1SC2=C(N1)C=CC(=C2)C=2C=NN(C2)C (1-(6-(1-methyl-1H-pyrazol-4-yl)benzo[d]thiazol-2-yl)azetidin-3-yl 4-nitrobenzenesulfonate), N1CCCCC1 (piperidine). Solvent: CN(C=O)C (N,N-dimethylformamide). The product is CN1N=CC(=C1)C1=CC2=C(N=C(S2)N2CC(C2)N2CCCCC2)C=C1 (6-(1-methyl-1H-pyrazol-4-yl)-2-(3-(piperidin-1-yl)azetidin-1-yl)benzo[d]thiazole). Reaction SMILES: [N+](C1C=CC(S(O[CH:14]2[CH2:17][N:16]([C:18]3[S:19][C:20]4[CH:26]=[C:25]([C:27]5[CH:28]=[N:29][N:30]([CH3:32])[CH:31]=5)[CH:24]=[CH:23][C:21]=4[N:22]=3)[CH2:15]2)(=O)=O)=CC=1)([O-])=O.[NH:33]1[CH2:38][CH2:37][CH2:36][CH2:35][CH2:34]1>CN(C)C=O>[CH3:32][N:30]1[CH:31]=[C:27]([C:25]2[CH:24]=[CH:23][C:21]3[N:22]=[C:18]([N:16]4[CH2:17][CH:14]([N:33]5[CH2:38][CH2:37][CH2:36][CH2:35][CH2:34]5)[CH2:15]4)[S:19][C:20]=3[CH:26]=2)[CH:28]=[N:29]1. Reported procedure: A stirred solution of 1-(6-(1-methyl-1H-pyrazol-4-yl)benzo[d]thiazol-2-yl)azetidin-3-yl 4-nitrobenzenesulfonate (Reference Example 3, 38 mg, 0.08 mmol), and piperidine (0.024 mL, 0.24 mmol) in N,N-dimethylformamide (0.5 mL) was heated at 160° C. under microwave irradiation for 15 minutes. The mixture was cooled to room temperature then purified by silica gel chromatography (60:30:10 hexane/dichloromethane/2 M NH3 in isopropanol). These product fractions were purified by silica gel chromatography... Reactants: NC1=COC2=C(C1=O)C=C(C(=C2)NS(=O)(=O)C)OC2=CC=CC=C2 (3-amino-7-methylsulfonylamino-6-phenoxy-4H-1-benzopyran-4-one), BrC1=CC=CC=C1 (bromobenzene), [I-].[K+] (potassium iodide), C([O-])([O-])=O.[K+].[K+] (potassium carbonate). Reagents/catalysts: [Cu] (copper). Solvent: O (water), C(C)(=O)OCC (ethyl acetate), CN(C=O)C (N,N-dimethylformamide). Product: CS(=O)(=O)NC1=CC2=C(C(C(=CO2)NC2=CC=CC=C2)=O)C=C1OC1=CC=CC=C1 (7-methylsulfonylamino-3-phenylamino-6-phenoxy-4H-1-benzopyran-4-one). Isolated yield 10.2%. Reaction SMILES: [NH2:1][C:2]1[C:7](=[O:8])[C:6]2[CH:9]=[C:10]([O:18][C:19]3[CH:24]=[CH:23][CH:22]=[CH:21][CH:20]=3)[C:11]([NH:13][S:14]([CH3:17])(=[O:16])=[O:15])=[CH:12][C:5]=2[O:4][CH:3]=1.Br[C:26]1[CH:31]=[CH:30][CH:29]=[CH:28][CH:27]=1.[I-].[K+].C(=O)([O-])[O-].[K+].[K+]>CN(C)C=O.[Cu].C(OCC)(=O)C.O>[CH3:17][S:14]([NH:13][C:11]1[C:10]([O:18][C:19]2[CH:20]=[CH:21][CH:22]=[CH:23][CH:24]=2)=[CH:9][C:6]2[C:7](=[O:8])[C:2]([NH:1][C:26]3[CH:31]=[CH:30][CH:29]=[CH:28][CH:27]=3)=[CH:3][O:4][C:5]=2[CH:12]=1)(=[O:15])=[O:16] |f:2.3,4.5.6|. Procedure details: 3.46 g of 3-amino-7-methylsulfonylamino-6-phenoxy-4H-1-benzopyran-4-one was dissolved in 35 ml of N,N-dimethylformamide. Thereto were added 7 ml of bromobenzene, 1.66 g of potassium iodide, 1.38 g of potassium carbonate and 0.64 g of a copper powder. The mixture was refluxed for 6 hours. The reaction mixture was introduced into a mixture consisting of 300 ml of water and 200 ml of ethyl acetate. The insolubles were removed by filtration, and the filtrate was adjusted to pH 4 with 4N hydrochloric...